This data is from the Open Reaction Database (ORD), a public repository of structured organic reaction records. The task is: describe an organic reaction: reactants, conditions, products, and yield The reactants are O, O=S(=O)(Cl)Cl, FC(F)(F)c1ccc2nc(S)sc2c1. Yields the product FC(F)(F)c1ccc2nc(Cl)sc2c1. As a reaction SMILES: [OH2:20].[S:1]([Cl:2])(=[O:3])([Cl:4])=[O:5].[SH:6][c:7]1[s:8][c:9]2[c:10]([n:11]1)[cH:12][cH:13][c:14]([C:16]([F:17])([F:18])[F:19])[cH:15]2>>[Cl:4][c:7]1[s:8][c:9]2[c:10]([n:11]1)[cH:12][cH:13][c:14]([C:16]([F:17])([F:18])[F:19])[cH:15]2. The reactants are NC1=C2C(N(C(C2=CC=C1)=O)C1C(NC(CC1)=O)=O)=O (4-amino-2-(2,6-dioxo(3-piperidyl))isoindoline-1,3-dione), C1(=CC=CC=C1)CC(=O)Cl (2-phenylacetyl chloride). The solvent is C1CCOC1 (THF). Yields the product O=C1NC(CCC1N1C(C2=CC=CC(=C2C1=O)NC(CC1=CC=CC=C1)=O)=O)=O (N-[2-(2,6-dioxo(3-piperidyl))-1,3-dioxoisoindolin-4-yl]-2-phenylacetamide). Isolated yield 92.0%. Reaction SMILES: [NH2:1][C:2]1[CH:10]=[CH:9][CH:8]=[C:7]2[C:3]=1[C:4](=[O:20])[N:5]([CH:12]1[CH2:17][CH2:16][C:15](=[O:18])[NH:14][C:13]1=[O:19])[C:6]2=[O:11].[C:21]1([CH2:27][C:28](Cl)=[O:29])[CH:26]=[CH:25][CH:24]=[CH:23][CH:22]=1>C1COCC1>[O:19]=[C:13]1[CH:12]([N:5]2[C:4](=[O:20])[C:3]3[C:7](=[CH:8][CH:9]=[CH:10][C:2]=3[NH:1][C:28](=[O:29])[CH2:27][C:21]3[CH:26]=[CH:25][CH:24]=[CH:23][CH:22]=3)[C:6]2=[O:11])[CH2:17][CH2:16][C:15](=[O:18])[NH:14]1. Procedure details: To a stirred suspension of 4-amino-2-(2,6-dioxo(3-piperidyl))isoindoline-1,3-dione (0.55 g, 2.0 mmol) in THF (30 ml) was added 2-phenylacetyl chloride (0.62 g, 4.0 mmol). The mixture was heated to reflux for 18 hours. The solvent was evaporated in vacuo and the resulting solid was slurried in diethyl ether (20 ml) and filtered to give 0.72 g (92%) of product as an off-white solid: mp 217–218°°C.; 1H NMR (DMSO-d6) δ 11.15 (s, 1H), 9.79 (s, 1H), 8.49 (d, J=8.4 Hz, 1H), 7.82 (t, J=7.9 Hz, 1H), 7.60... Starting materials: FC(OC1=CC=C(C=C1)N=C=O)(F)F (4-(trifluoromethoxy)phenyl isocyanate), ClC1=C(C=C(C=C1)NC(N[C@@H]1CC[C@H](CC1)OC1=CC=C(C(=O)O)C=C1)=O)C(F)(F)F (trans-4-{4-[3-(4-Chloro-3-trifluoromethyl-phenyl)-ureido]-cyclohexyloxy}-benzoic acid). Yields the product CNC(C1=CC(=CC=C1)OC1=CC=C(C=C1)NC(=O)NC1=CC=C(C=C1)OC(F)(F)F)=O (N-methyl-3-{4-[3-(4-trifluoromethoxy-phenyl)-ureido]-phenoxy}-benzamide). Isolated yield 70.0%. As a reaction SMILES: [F:1][C:2]([F:14])([F:13])[O:3][C:4]1[CH:9]=[CH:8][C:7]([N:10]=[C:11]=[O:12])=[CH:6][CH:5]=1.ClC1C=CC(NC(=O)[NH:24][C@H:25]2[CH2:30][CH2:29][C@H:28]([O:31][C:32]3[CH:40]=[CH:39][C:35](C(O)=O)=[CH:34][CH:33]=3)[CH2:27][CH2:26]2)=CC=1C(F)(F)F>>[CH3:7][NH:10][C:11](=[O:12])[C:39]1[CH:35]=[CH:34][CH:33]=[C:32]([O:31][C:28]2[CH:27]=[CH:26][C:25]([NH:24][C:11]([NH:10][C:7]3[CH:6]=[CH:5][C:4]([O:3][C:2]([F:13])([F:14])[F:1])=[CH:9][CH:8]=3)=[O:12])=[CH:30][CH:29]=2)[CH:40]=1. Reported procedure: Compound 2576 was prepared in 70% yield from 4-(trifluoromethoxy)phenyl isocyanate using the procedure detailed for compound 2221 in Example 4. 1H NMR (300 MHz, DMSO-d6): δ 8.75 (q, J=5 Hz, 1H), 8.45 (d, J=6 Hz, 1H), 7.33 (d, J=3 Hz, 1H), 7.07 (dd, J=6 and 3 Hz, 1H), 6.86 (d, J=9 Hz, 2H), 6.64 (d, J=9 Hz, 2H), 5.19 (br s, 2H), 2.77 (d, J=5 Hz, 3H).